Dataset: the Open Reaction Database (ORD), a public repository of structured organic reaction records. Task: describe an organic reaction: reactants, conditions, products, and yield Starting materials: NCCCO (3-amino-1-propanol), FC1=CC=C(C=C1)CN1C(=NC2=C1C=CC=C2)NC2CCN(CC2)CCN=C=S (1-(4-fluorophenylmethyl)-N-[1-(2-isothiocyanatoethyl)-4-piperidinyl]-1H-benzimidazol-2-amine). The solvent is O1CCCC1 (tetrahydrofuran). Conditions: time 3 hour. Yields the product 16, O.FC1=CC=C(C=C1)CN1C(=NC2=C1C=CC=C2)NC2CCN(CC2)CCNC(=S)NCCCO (N-[2-[4-[[1-[(4-fluorophenyl)methyl]-1H-benzimidazol-2-yl]amino]-1-piperidinyl]ethyl]-N'(3-hydroxypropyl)thiourea monohydrate). Yield: 64.0%. RXN SMILES: [NH2:1][CH2:2][CH2:3][CH2:4][OH:5].[F:6][C:7]1[CH:12]=[CH:11][C:10]([CH2:13][N:14]2[C:18]3[CH:19]=[CH:20][CH:21]=[CH:22][C:17]=3[N:16]=[C:15]2[NH:23][CH:24]2[CH2:29][CH2:28][N:27]([CH2:30][CH2:31][N:32]=[C:33]=[S:34])[CH2:26][CH2:25]2)=[CH:9][CH:8]=1>O1CCCC1>[OH2:5].[F:6][C:7]1[CH:12]=[CH:11][C:10]([CH2:13][N:14]2[C:18]3[CH:19]=[CH:20][CH:21]=[CH:22][C:17]=3[N:16]=[C:15]2[NH:23][CH:24]2[CH2:25][CH2:26][N:27]([CH2:30][CH2:31][NH:32][C:33]([NH:1][CH2:2][CH2:3][CH2:4][OH:5])=[S:34])[CH2:28][CH2:29]2)=[CH:9][CH:8]=1 |f:3.4|. Procedure: A mixture of 3.75 parts of 3-amino-1-propanol, 20.5 parts of 1-(4-fluorophenylmethyl)-N-[1-(2-isothiocyanatoethyl)-4-piperidinyl]-1H-benzimidazol-2-amine and 450 parts of tetrahydrofuran was stirred for 3 hours at room temperature. The reaction mixture was evaporated. The residue was purified by column chromatography over silica gel using a mixture of trichloromethane and methanol (96:4 by volume) as eluent. The pure fractions were collected and the eluent was evaporated. The residue was crystal... The reactants are C1(CCCCC1)[NH2+]C1CCCCC1.C(C)OC(=O)CCN(C1(CCCC1)C(=O)[O-])S(=O)(=O)C1=CC=C(C=C1)OC1=CC=C(C=C1)F (1-{(2-ethoxycarbonylethyl)-[4-(4-fluorophenoxy)-benzenesulfonyl]amino}cyclopentanecarboxylic acid, dicyclohexylaminium salt), Cl (hydrochloric acid). Run in ClCCl (dichloromethane). Run at time 3 hour. Yields the product C(C)OC(=O)CCN(C1(CCCC1)C(=O)O)S(=O)(=O)C1=CC=C(C=C1)OC1=CC=C(C=C1)F (1-{(2-Ethoxycarbonylethyl)-[4-(4-fluorophenoxy)benzenesulfonyl]-amino}-cyclopentane-carboxylic Acid). As a reaction SMILES: C1([NH2+]C2CCCCC2)CCCCC1.[CH2:14]([O:16][C:17]([CH2:19][CH2:20][N:21]([S:30]([C:33]1[CH:38]=[CH:37][C:36]([O:39][C:40]2[CH:45]=[CH:44][C:43]([F:46])=[CH:42][CH:41]=2)=[CH:35][CH:34]=1)(=[O:32])=[O:31])[C:22]1([C:27]([O-:29])=[O:28])[CH2:26][CH2:25][CH2:24][CH2:23]1)=[O:18])[CH3:15].Cl>ClCCl>[CH2:14]([O:16][C:17]([CH2:19][CH2:20][N:21]([S:30]([C:33]1[CH:34]=[CH:35][C:36]([O:39][C:40]2[CH:41]=[CH:42][C:43]([F:46])=[CH:44][CH:45]=2)=[CH:37][CH:38]=1)(=[O:32])=[O:31])[C:22]1([C:27]([OH:29])=[O:28])[CH2:26][CH2:25][CH2:24][CH2:23]1)=[O:18])[CH3:15] |f:0.1|. Procedure: A solution of 3.0 g (4.5 mmol) of 1-{(2-ethoxycarbonylethyl)-[4-(4-fluorophenoxy)-benzenesulfonyl]amino}cyclopentanecarboxylic acid, dicyclohexylaminium salt in 30 mL of dichloromethane was treated with 30 mL of 2N hydrochloric acid at ambient temperature causing immediate precipitation of solids. This mixture was stirred at ambient temperature for three hours. The solids were filtered, the aqueous phase was extracted with dichloromethane, and the combined organic phases were washed with water, ... The reactants are Cl (HCl), OC1=C(C=C(C=O)C=C1OC)OC (4-Hydroxy-3,5-dimethoxybenzaldehyde), ICCO (2-iodoethanol), C([O-])([O-])=O.[K+].[K+] (potassium carbonate). Run in CN(C)C=O (DMF), O (water). Reaction conditions: temperature 80 celsius, time 24 hour. The product is OCCOC1=C(C=C(C=O)C=C1OC)OC (4-hydroxyethyloxy-3,5-dimethoxybenzaldehyde). As a reaction SMILES: [OH:1][C:2]1[C:9]([O:10][CH3:11])=[CH:8][C:5]([CH:6]=[O:7])=[CH:4][C:3]=1[O:12][CH3:13].I[CH2:15][CH2:16][OH:17].C(=O)([O-])[O-].[K+].[K+].Cl>O.CN(C=O)C>[OH:17][CH2:16][CH2:15][O:1][C:2]1[C:3]([O:12][CH3:13])=[CH:4][C:5]([CH:6]=[O:7])=[CH:8][C:9]=1[O:10][CH3:11] |f:2.3.4|. Procedure: 4-Hydroxy-3,5-dimethoxybenzaldehyde (4.99 g, 27.4 mmol), 2-iodoethanol (9.43 g, 54.8 mmol), and potassium carbonate (7.56 g, 27.4 mmol) are added to 50 ml of DMF and left with stirring at 80° C. under a stream of nitrogen for 24 h. After cooling to RT, about 200 ml of water are added to the solution, which is acidified with 10% strength HCl and then extracted with chloroform. After drying with magnesium sulfate, the solvent is removed by distillation and the solid is isolated. For further purifi... Reactants: CC=1NC2=CC=C(C=C2C1)[N+](=O)[O-] (2-methyl-5-nitroindole), NN (hydrazine). The reagents and catalysts are [Pd] (palladium on carbon). Run in C(C)O (ethanol). Conditions: temperature 80 celsius. Yields the product CC=1NC2=CC=C(C=C2C1)N (2-Methyl-5-aminoindole). As a reaction SMILES: [CH3:1][C:2]1[NH:3][C:4]2[C:9]([CH:10]=1)=[CH:8][C:7]([N+:11]([O-])=O)=[CH:6][CH:5]=2.NN>[Pd].C(O)C>[CH3:1][C:2]1[NH:3][C:4]2[C:9]([CH:10]=1)=[CH:8][C:7]([NH2:11])=[CH:6][CH:5]=2. Procedure: To a mixture of 2-methyl-5-nitroindole (200 mg, 1.13 mmol) and palladium on carbon (20 mg, 10%) in 10 mL of ethanol was added hydrazine (100 mg, 3.4 mmol) and heated at 80° C. for 16 hours. The reaction mixture was filtered through celite and concentrated in vacuo to provide a red-brown solid which was used without further purification. RP18-HPLC RT: 1.278 minutes; API MS: 147.1 (M+1). The reactants are COc1ccc(CO)nc1, ClC(Cl)Cl, O=[Mn]=O. The product is COc1ccc(C=O)nc1. As a reaction SMILES: [CH3:1][O:2][c:3]1[cH:4][cH:5][c:6]([CH2:9][OH:10])[n:7][cH:8]1.[Cl:11][CH:12]([Cl:13])[Cl:14].[O:15]=[Mn:16]=[O:17]>>[CH3:1][O:2][c:3]1[cH:4][cH:5][c:6]([CH:9]=[O:10])[n:7][cH:8]1. The reactants are CI (Methyl iodide), CN1CCC(CC1)C1=NC(=NO1)C1=C(NC2=CC=CC=C12)C (1-methyl-4-[3-(methylindol-3-yl)-1,2,4-oxadiazol-5-yl]piperidine). Run in CC(=O)C (acetone). Run at time 2 hour. The product is [I-].C[N+]1(CCC(CC1)C1=NC(=NO1)C1=C(NC2=CC=CC=C12)C)C (1,1-Dimethyl-4-[3-(methylindol-3-yl)-1,2,4-oxadiazol-5-yl]piperidinium iodide). Yield: 67.6%. RXN SMILES: [CH3:1][I:2].[CH3:3][N:4]1[CH2:9][CH2:8][CH:7]([C:10]2[O:14][N:13]=[C:12]([C:15]3[C:23]4[C:18](=[CH:19][CH:20]=[CH:21][CH:22]=4)[NH:17][C:16]=3[CH3:24])[N:11]=2)[CH2:6][CH2:5]1>CC(C)=O>[I-:2].[CH3:3][N+:4]1([CH3:1])[CH2:9][CH2:8][CH:7]([C:10]2[O:14][N:13]=[C:12]([C:15]3[C:23]4[C:18](=[CH:19][CH:20]=[CH:21][CH:22]=4)[NH:17][C:16]=3[CH3:24])[N:11]=2)[CH2:6][CH2:5]1 |f:3.4|. Procedure details: Methyl iodide (200 mg) was added to a stirred solution of 1-methyl-4-[3-(methylindol-3-yl)-1,2,4-oxadiazol-5-yl]piperidine (300 mg) in anhydrous acetone (20 ml) at room temperature. After stirring at room temperature for two hours the precipitate was isolated by filtration and dried to afford the title compound (300 mg), mp 246° C.; Found C, 49.00; H, 5.30; N, 12.51 C18H23N4OI requires C, 49.32; H, 5.29; N, 12.78%; δH (360 MHz, DMSO) 2.25-2.35 (4H, m, 2×CH2), 3.14 (3H, s, NMe), 3.18 (3H, s, NMe)... Starting materials: O=C(Cl)Oc1ccccc1, COc1ccc(C2COCCOC2)c2sc(N)nc12, CC1(CO)CCNCC1. As a reaction SMILES: [Cl:20][C:21](=[O:22])[O:23][c:24]1[cH:25][cH:26][cH:27][cH:28][cH:29]1.[O:1]1[CH2:2][CH2:3][O:4][CH2:5][CH:6]([c:8]2[cH:9][cH:10][c:11]([O:18][CH3:19])[c:12]3[n:13][c:14]([NH2:17])[s:15][c:16]23)[CH2:7]1.[OH:30][CH2:31][C:32]1([CH3:38])[CH2:33][CH2:34][NH:35][CH2:36][CH2:37]1>>[O:1]1[CH2:2][CH2:3][O:4][CH2:5][CH:6]([c:8]2[cH:9][cH:10][c:11]([O:18][CH3:19])[c:12]3[n:13][c:14]([NH:17][C:21](=[O:22])[N:35]4[CH2:34][CH2:33][C:32]([CH2:31][OH:30])([CH3:38])[CH2:37][CH2:36]4)[s:15][c:16]23)[CH2:7]1. Yields the product COc1ccc(C2COCCOC2)c2sc(NC(=O)N3CCC(C)(CO)CC3)nc12.